This data is from the Open Reaction Database (ORD), a public repository of structured organic reaction records. The task is: describe an organic reaction: reactants, conditions, products, and yield The reactants are C(=O)(N1C=NC=C1)N1C=NC=C1 (1,1′-Carbonyldiimidazole), N12CCCCCC2=NCCC1 (1,8-diazabicyclo[5.4.0]undec-7-ene), CN(C=O)C (dimethylformamide), C(CCC)C=1N=C(N(C(C1CC=1C=CC(=NC1)C1=C(C(N)=NO)C=CC=C1)=O)C1=NC=CC=C1)C (2-{5-{[4-butyl-2-methyl-6-oxo-1-(pyridin-2-yl)-1,6-dihydropyrimidin-5-yl]methyl}pyridin-2-yl}-N′-hydroxybenzimidamide). The solvent is O (water). Reaction conditions: time 3 hour. Product: C(CCC)C=1N=C(N(C(C1CC=1C=CC(=NC1)C1=C(C=CC=C1)C1=NOC(N1)=O)=O)C1=NC=CC=C1)C (3-{2-{5-{[4-butyl-2-methyl-6-oxo-1-(pyridin-2-yl)-1,6-dihydropyrimidin-5-yl]methyl}pyridin-2-yl}phenyl}-1,2,4-oxadiazol-5(4H)-one). Isolated yield 35.2%. As a reaction SMILES: [C:1](N1C=CN=C1)(N1C=CN=C1)=[O:2].N12CCCN=C1CCCCC2.CN(C)C=O.[CH2:29]([C:33]1[N:34]=[C:35]([CH3:63])[N:36]([C:57]2[CH:62]=[CH:61][CH:60]=[CH:59][N:58]=2)[C:37](=[O:56])[C:38]=1[CH2:39][C:40]1[CH:41]=[CH:42][C:43]([C:46]2[CH:55]=[CH:54][CH:53]=[CH:52][C:47]=2[C:48](=[N:50][OH:51])[NH2:49])=[N:44][CH:45]=1)[CH2:30][CH2:31][CH3:32]>O>[CH2:29]([C:33]1[N:34]=[C:35]([CH3:63])[N:36]([C:57]2[CH:62]=[CH:61][CH:60]=[CH:59][N:58]=2)[C:37](=[O:56])[C:38]=1[CH2:39][C:40]1[CH:41]=[CH:42][C:43]([C:46]2[CH:55]=[CH:54][CH:53]=[CH:52][C:47]=2[C:48]2[NH:49][C:1](=[O:2])[O:51][N:50]=2)=[N:44][CH:45]=1)[CH2:30][CH2:31][CH3:32]. Procedure details: Process 3: 1,1′-Carbonyldiimidazole (490 mg, 3.02 mmol) and 1,8-diazabicyclo[5.4.0]undec-7-ene (460 mg, 3.02 mmol) were added to dimethylformamide solution (25 mL) of 2-{5-{[4-butyl-2-methyl-6-oxo-1-(pyridin-2-yl)-1,6-dihydropyrimidin-5-yl]methyl}pyridin-2-yl}-N′-hydroxybenzimidamide (430 mg, 0.918 mmol) and stirred for 3 hours at room temperature. Once the reaction is completed, the reaction mixture was added water and extracted with ethyl acetate. The organic layer was combined, washed with wa... The reactants are N#CN (Cyanamide), FC1=C(C=CC=C1)N=C=S (2-fluorophenyl isothiocyanate). RXN SMILES: [N:1]#[C:2][NH2:3].[F:4][C:5]1[CH:10]=[CH:9][CH:8]=[CH:7][C:6]=1[N:11]=[C:12]=[S:13]>>[C:2]([NH:3][C:12]([NH:11][C:6]1[CH:7]=[CH:8][CH:9]=[CH:10][C:5]=1[F:4])=[S:13])#[N:1]. Product: C(#N)NC(=S)NC1=C(C=CC=C1)F (N-cyano-N′-(2-fluorophenyl)thiourea). Procedure: Cyanamide and 2-fluorophenyl isothiocyanate were processed as described in Example 44A to provide the desired product which was used without further purification. Reactants: CCCCCCCCCBr, [H-], Nc1ncnc2c1ncn2C1OC(CO)C(O)C1O, [Na+], CN(C)C=O. Yields the product CCCCCCCCCOC1C(O)C(CO)OC1n1cnc2c(N)ncnc21. Reaction SMILES: [Br:22][CH2:23][CH2:24][CH2:25][CH2:26][CH2:27][CH2:28][CH2:29][CH2:30][CH3:31].[H-:20].[NH2:1][c:2]1[n:3][cH:4][n:5][c:6]2[n:7]([CH:11]3[O:12][CH:13]([CH2:14][OH:15])[CH:16]([OH:17])[CH:18]3[OH:19])[cH:8][n:9][c:10]12.[Na+:21].[O:32]=[CH:33][N:34]([CH3:35])[CH3:36]>>[NH2:1][c:2]1[n:3][cH:4][n:5][c:6]2[n:7]([CH:11]3[O:12][CH:13]([CH2:14][OH:15])[CH:16]([OH:17])[CH:18]3[O:19][CH2:23][CH2:24][CH2:25][CH2:26][CH2:27][CH2:28][CH2:29][CH2:30][CH3:31])[cH:8][n:9][c:10]12. The reactants are COCOc1cc(-c2ccccc2S(C)(=O)=O)ccc1CCNS(=O)(=O)c1cc(C#N)ccc1OC, CC(C)O, Cl, C1CCOC1, O. The product is COc1ccc(C#N)cc1S(=O)(=O)NCCc1ccc(-c2ccccc2S(C)(=O)=O)cc1O. RXN SMILES: [C:1](#[N:2])[c:3]1[cH:4][cH:5][c:6]([O:35][CH3:36])[c:7]([S:9](=[O:10])(=[O:11])[NH:12][CH2:13][CH2:14][c:15]2[c:16]([O:31][CH2:32][O:33][CH3:34])[cH:17][c:18](-[c:21]3[c:22]([S:27](=[O:28])(=[O:29])[CH3:30])[cH:23][cH:24][cH:25][cH:26]3)[cH:19][cH:20]2)[cH:8]1.[CH:38]([OH:39])([CH3:40])[CH3:41].[ClH:37].[O:42]1[CH2:43][CH2:44][CH2:45][CH2:46]1.[OH2:47]>>[C:1](#[N:2])[c:3]1[cH:4][cH:5][c:6]([O:35][CH3:36])[c:7]([S:9](=[O:10])(=[O:11])[NH:12][CH2:13][CH2:14][c:15]2[c:16]([OH:31])[cH:17][c:18](-[c:21]3[c:22]([S:27](=[O:28])(=[O:29])[CH3:30])[cH:23][cH:24][cH:25][cH:26]3)[cH:19][cH:20]2)[cH:8]1.